The task is: describe an organic reaction: reactants, conditions, products, and yield. This data is from the Open Reaction Database (ORD), a public repository of structured organic reaction records. Reactants: NC(=O)N (urea), S(O)(O)(=O)=O (sulphuric acid), C=1C=CC2=C(C1)C=CC=3C=CC=CC3N2 (iminostilbene). The solvent is O (water), C(C)(=O)O (acetic acid). Conditions: temperature 27.5 celsius. Product: C=1C=CC2=C(C1)C=CC=3C=CC=CC3N2C(=O)N.S(O)(O)(=O)=O (Carbamazepine Sulphuric Acid). RXN SMILES: [NH2:1][C:2]([NH2:4])=[O:3].[CH:5]1[CH:6]=[CH:7][C:8]2N[C:18]3[CH:17]=[CH:16][CH:15]=[CH:14][C:13]=3[CH:12]=[CH:11][C:9]=2[CH:10]=1.[S:20](=[O:24])(=[O:23])([OH:22])[OH:21]>C(O)(=O)C.O>[CH:5]1[CH:6]=[CH:7][C:8]2[N:1]([C:2]([NH2:4])=[O:3])[C:14]3[CH:15]=[CH:16][CH:17]=[CH:18][C:13]=3[CH:12]=[CH:11][C:9]=2[CH:10]=1.[S:20](=[O:22])(=[O:21])([OH:24])[OH:23] |f:5.6|. Procedure details: To a suspension of urea (400 g, 6.66 mols) in acetic acid (500 ml), sulphuric acid (15 ml) was added, followed by iminostilbene (100 g, 0.518 mols), under stirring at 25-30° C. The resulting reaction mixture was heated to 80-85° C. and maintained for a period of 7-8 hours, and the reaction was monitored by thin layer chromatography (TLC). The reaction mass was diluted with water, and the resulting carbamazepine product (m.p. 188-189° C.) separated by filtration, washed with water until neutral a... Starting materials: Cl.N[C@@H](CC(=O)N1[C@@H](C(NCC1)=O)COC(C)(C)C)CC1=C(C=C(C(=C1)F)F)F ((R)-4-[(R)-3-amino-4-(2,4,5-trifluorophenyl)butanoyl]-3-(tert-butoxymethyl)piperazin-2-one hydrochloride), C(O)([O-])=O.[Na+] (sodium hydrogen carbonate). The product is N[C@@H](CC(=O)N1[C@@H](C(NCC1)=O)COC(C)(C)C)CC1=C(C=C(C(=C1)F)F)F ((R)-4-[(R)-3-amino-4-(2,4,5-trifluorophenyl) butanoyl]-3-(t-butoxymethyl)piperazin-2-one). The yield is 100.0%. Reaction SMILES: Cl.[NH2:2][C@H:3]([CH2:20][C:21]1[CH:26]=[C:25]([F:27])[C:24]([F:28])=[CH:23][C:22]=1[F:29])[CH2:4][C:5]([N:7]1[CH2:12][CH2:11][NH:10][C:9](=[O:13])[C@H:8]1[CH2:14][O:15][C:16]([CH3:19])([CH3:18])[CH3:17])=[O:6].C(=O)([O-])O.[Na+]>>[NH2:2][C@H:3]([CH2:20][C:21]1[CH:26]=[C:25]([F:27])[C:24]([F:28])=[CH:23][C:22]=1[F:29])[CH2:4][C:5]([N:7]1[CH2:12][CH2:11][NH:10][C:9](=[O:13])[C@H:8]1[CH2:14][O:15][C:16]([CH3:17])([CH3:18])[CH3:19])=[O:6] |f:0.1,2.3|. Procedure details: 60 mg of the compound obtained in Example 1 was added to 10 mL of a 5% sodium hydrogen carbonate aqueous solution, and the mixture was extracted two times with 10 mL of a mixed solution of dichloromethane/2-propanol (4/1(v/v)). The organic layer was dried under reduced pressure to afford 55 mg of the title compound as a solid. Starting materials: C(C=CC1=CC=CC=C1)N1CCNCC1 (1-cinnamylpiperazine), FC1=CC=C(C=C1)C(C1=CC=C(C=C1)F)C(COCC(C(C1=CC=C(C=C1)F)C1=CC=C(C=C1)F)Cl)Cl (bis(p-fluorophenyl)methyl-2-chloroethyl ether), C([O-])([O-])=O.[K+].[K+] (potassium carbonate), [I-].[K+] (potassium iodide), C(C(C)C)C(=O)C (methyl isobutyl ketone). The product is C(\C=C/C(=O)O)(=O)O.FC1=CC=C(C=C1)C(OCCN1CCN(CC1)CC=CC1=CC=CC=C1)C1=CC=C(C=C1)F (1-{2-[Bis(p-fluorophenyl)methoxy]ethyl}-4-(3-phenylprop-2-enyl)piperazine maleate). Reaction SMILES: [CH2:1]([N:10]1[CH2:15][CH2:14][NH:13][CH2:12][CH2:11]1)[CH:2]=[CH:3][C:4]1[CH:9]=[CH:8][CH:7]=[CH:6][CH:5]=1.FC1C=CC(C(C(Cl)C[O:33][CH2:34][CH:35](Cl)[CH:36]([C:44]2[CH:49]=[CH:48][C:47]([F:50])=[CH:46][CH:45]=2)[C:37]2[CH:42]=[CH:41][C:40]([F:43])=[CH:39][CH:38]=2)C2C=CC(F)=CC=2)=CC=1.[C:53](=[O:56])([O-:55])[O-].[K+].[K+].[I-].[K+].[CH2:61]([C:65](C)=[O:66])C(C)C>>[C:34]([OH:66])(=[O:33])/[CH:35]=[CH:36]\[C:53]([OH:55])=[O:56].[F:50][C:47]1[CH:46]=[CH:45][C:44]([CH:36]([C:37]2[CH:38]=[CH:39][C:40]([F:43])=[CH:41][CH:42]=2)[O:66][CH2:65][CH2:61][N:13]2[CH2:14][CH2:15][N:10]([CH2:1][CH:2]=[CH:3][C:4]3[CH:9]=[CH:8][CH:7]=[CH:6][CH:5]=3)[CH2:11][CH2:12]2)=[CH:49][CH:48]=1 |f:2.3.4,5.6,8.9|. Procedure details: A mixture of 10.45 g (0.052 mole) of 1-cinnamylpiperazine, 29.2 g (0.104 mole) of bis(p-fluorophenyl)methyl-2-chloroethyl ether, 12.5 g (0.09 mole) of potassium carbonate, 2 g (0.012 mole) of potassium iodide and 250 ml of methyl isobutyl ketone was refluxed for 24 hours. The precipitate was filtered off and the filtrate was concentrated by evaporation of the solvent. Water and diethyl ether were added to the residue, the ethereal phase was separated off and dried over sodium sulphate. Then an e...